Dataset: the Open Reaction Database (ORD), a public repository of structured organic reaction records. Task: describe an organic reaction: reactants, conditions, products, and yield Starting materials: ClCC(=O)N1C2=C(NC(C3=C1C=CC=C3)=O)C=CC=N2 (11-(chloroacetyl)-5,11-dihydro-6H-pyrido[2,3-b][1,4]benzodiazepin-6-one), ClCC(=O)N1C2=C(NC(C3=C1C=CC=C3)=O)C=CC=N2 (11-(chloroacetyl)-5,11-dihydro-6H-pyrido[2,3-b][1,4]benzodiazepin-6-one), Cl.Cl.C(C)N(CC)CC1NCCCC1 (2-[(diethylamino)methyl]piperidine dihydrochloride), C([O-])([O-])=O.[Na+].[Na+] (sodium carbonate), C([O-])([O-])=O.[Na+].[Na+] (sodium carbonate), C (charcoal). The reagents and catalysts are Cl.Cl.C(C)N(CC)CC1NCCCC1 (2-[(diethylamino)methyl]piperidine dihydrochloride). The solvent is C(CC)O (1-propanol), C(C)#N (acetonitrile). Run at time 8 hour. The product is C(C)N(CC)CC1N(CCCC1)CC(=O)N1C2=C(NC(C3=C1C=CC=C3)=O)C=CC=N2 (11-[[2-[(Diethylamino)methyl]-1-piperidinyl]acetyl]-5,11-Dihydro-6H-pyrido[2,3-b][1,4]benzodiazepin-6-one). Yield: 65.1%. Reaction SMILES: Cl[CH2:2][C:3]([N:5]1[C:11]2[CH:12]=[CH:13][CH:14]=[CH:15][C:10]=2[C:9](=[O:16])[NH:8][C:7]2[CH:17]=[CH:18][CH:19]=[N:20][C:6]1=2)=[O:4].Cl.Cl.[CH2:23]([N:25]([CH2:28][CH:29]1[CH2:34][CH2:33][CH2:32][CH2:31][NH:30]1)[CH2:26][CH3:27])[CH3:24].C(=O)([O-])[O-].[Na+].[Na+].C>C(O)CC.Cl.Cl.C(N(CC1CCCCN1)CC)C.C(#N)C>[CH2:23]([N:25]([CH2:28][CH:29]1[CH2:34][CH2:33][CH2:32][CH2:31][N:30]1[CH2:2][C:3]([N:5]1[C:11]2[CH:12]=[CH:13][CH:14]=[CH:15][C:10]=2[C:9](=[O:16])[NH:8][C:7]2[CH:17]=[CH:18][CH:19]=[N:20][C:6]1=2)=[O:4])[CH2:26][CH3:27])[CH3:24] |f:1.2.3,4.5.6,9.10.11|. Procedure: A suspension of 11-(chloroacetyl)-5,11-dihydro-6H-pyrido[2,3-b][1,4]benzodiazepin-6-one (276 g, 0.959 mol), and 2-[(diethylamino)methyl]piperidine dihydrochloride (244.95 g, 100.7 mol), of sodium carbonate (223.9 g, 2.112 mol) and acetonitrile (1.92 liters) are stirred for 6 hours at a reaction temperature of 70° C. After this time, the 11-(chloroacetyl)-5,11-dihydro-6H-pyrido[2,3-b][1,4]benzodiazepin-6-one has 95-97% reacted (TLC). The mixture is left to stand overnight at ambient temperature, ... The reactants are CC(=O)NCCc1ccc(C(=O)c2ccccc2)cc1, CC(=O)O, O=S(=O)(O)O. Product: CC(=O)N1CCc2ccc(C(=O)c3ccccc3)cc2C1. Reaction SMILES: [C:1]([c:2]1[cH:3][cH:4][cH:5][cH:6][cH:7]1)(=[O:8])[c:9]1[cH:10][cH:11][c:12]([CH2:15][CH2:16][NH:17][C:18]([CH3:19])=[O:20])[cH:13][cH:14]1.[CH3:26][C:27](=[O:28])[OH:29].[S:21](=[O:22])(=[O:23])([OH:24])[OH:25]>>[C:1]([c:2]1[cH:3][cH:4][cH:5][cH:6][cH:7]1)(=[O:8])[c:9]1[cH:10][c:11]2[c:12]([cH:13][cH:14]1)[CH2:15][CH2:16][N:17]([C:18]([CH3:19])=[O:20])[CH2:26]2. Starting materials: [Li]C(C)(C)C, CC(C)(C)NS(=O)(=O)c1ccccc1, CCCCC, O=C1CCN(C(=O)C2(c3ccc(Cl)cc3)CC2)C1. The product is CC(C)(C)NS(=O)(=O)c1ccccc1C1(O)CCN(C(=O)C2(c3ccc(Cl)cc3)CC2)C1. Reaction SMILES: [C:15]([Li:16])([CH3:17])([CH3:18])[CH3:19].[C:1]([CH3:2])([CH3:3])([CH3:4])[NH:5][S:6](=[O:7])(=[O:8])[c:9]1[cH:10][cH:11][cH:12][cH:13][cH:14]1.[CH3:38][CH2:39][CH2:40][CH2:41][CH3:42].[Cl:20][c:21]1[cH:22][cH:23][c:24]([C:27]2([C:30](=[O:31])[N:32]3[CH2:33][C:34](=[O:37])[CH2:35][CH2:36]3)[CH2:28][CH2:29]2)[cH:25][cH:26]1>>[C:1]([CH3:2])([CH3:3])([CH3:4])[NH:5][S:6](=[O:7])(=[O:8])[c:9]1[c:10]([C:34]2([OH:37])[CH2:33][N:32]([C:30]([C:27]3([c:24]4[cH:23][cH:22][c:21]([Cl:20])[cH:26][cH:25]4)[CH2:28][CH2:29]3)=[O:31])[CH2:36][CH2:35]2)[cH:11][cH:12][cH:13][cH:14]1.